This data is from the Open Reaction Database (ORD), a public repository of structured organic reaction records. The task is: describe an organic reaction: reactants, conditions, products, and yield The reactants are C(C)(=O)OC1=CC(=C(C=C1)[N+](=O)[O-])OC(C)=O (4-nitro-1,3-phenylene diacetate), [Cl-].[Al+3].[Cl-].[Cl-] (aluminium chloride), O (water). Run in C(Cl)(Cl)Cl (chloroform). Run at time 3 hour. The product is C(C)(=O)OC1=CC(=C(C=C1)[N+](=O)[O-])O (3-hydroxy-4-nitrophenyl acetate). The yield is 74.0%. Reaction SMILES: [C:1]([O:4][C:5]1[CH:10]=[CH:9][C:8]([N+:11]([O-:13])=[O:12])=[C:7]([O:14]C(=O)C)[CH:6]=1)(=[O:3])[CH3:2].[Cl-].[Al+3].[Cl-].[Cl-].O>C(Cl)(Cl)Cl>[C:1]([O:4][C:5]1[CH:10]=[CH:9][C:8]([N+:11]([O-:13])=[O:12])=[C:7]([OH:14])[CH:6]=1)(=[O:3])[CH3:2] |f:1.2.3.4|. Reported procedure: To a solution of 4-nitro-1,3-phenylene diacetate (1.0 g) in chloroform (25 mL) was added aluminium chloride (2.23 g) with ice-cooling under nitrogen atmosphere. The reaction mixture was warmed to room temperature and stirred for 3 h. Then to the reaction mixture was added water (100 mL) and extracted with methylene chloride (30 mL×2). The combined organic layer was washed with 1N hydrochloric acid (25 mL) and saturated brine (25 mL) successively, dried over anhydrous sodium sulfate and was conce... Reactants: C(C1=CC=CC=C1)OC(=O)N[C@@H](CC1=CC=CC=C1)B(O)OC12C(CCC(C1(C)C)C2)(C)O ((+)-Pinanediol (R)-1-Benzyloxycarbonylamino-2-phenylethane Boronate), B(Cl)(Cl)Cl (boron trichloride). Solvent: C(Cl)Cl (CH2Cl2). Conditions: time 2 hour. Product: C(C1=CC=CC=C1)OC(=O)N[C@@H](CC1=CC=CC=C1)B(O)O ((R)-1-benzyloxycarbonylamino-2-phenylethane boronic acid), anhydride. As a reaction SMILES: [CH2:1]([O:8][C:9]([NH:11][C@H:12]([B:20]([O:22]C12CC(C1(C)C)CCC2(O)C)[OH:21])[CH2:13][C:14]1[CH:19]=[CH:18][CH:17]=[CH:16][CH:15]=1)=[O:10])[C:2]1[CH:7]=[CH:6][CH:5]=[CH:4][CH:3]=1.B(Cl)(Cl)Cl>C(Cl)Cl>[CH2:1]([O:8][C:9]([NH:11][C@H:12]([B:20]([OH:21])[OH:22])[CH2:13][C:14]1[CH:19]=[CH:18][CH:17]=[CH:16][CH:15]=1)=[O:10])[C:2]1[CH:3]=[CH:4][CH:5]=[CH:6][CH:7]=1. Reported procedure: To a solution of 2.93 g. (7 mmol) of (+)-pinanediol-1-benzyloxycarbonylamino-2-phenylethane boronate (IV) in 20 ml of CH2Cl2 at −78° C. is added 24 ml of boron trichloride. The mixture is kept at 20° C. for 2 hrs., then concentrated under vacuum and the residue is washed with ether, treated with methanol, concentrated and dissolved in water. The solution is then neutralized with Dowex 1-x8 ion exchange resin bicarbonate, concentrated and crystallized from THF/water to give (R)-1-benzyloxycarbony...